From a dataset of the Open Reaction Database (ORD), a public repository of structured organic reaction records. describe an organic reaction: reactants, conditions, products, and yield Reactants: CC#CC(=O)O, CN1CCOCC1, CC(C)COC(=O)Cl, N#Cc1cnc2ccc(N)cc2c1Nc1ccc(Br)c(Br)c1, C1CCOC1. Yields the product CC#CC(=O)Nc1ccc2ncc(C#N)c(Nc3ccc(Br)c(Br)c3)c2c1. Reaction SMILES: [C:16]([C:17]#[C:18][CH3:19])(=[O:20])[OH:21].[CH3:9][N:10]1[CH2:11][CH2:12][O:13][CH2:14][CH2:15]1.[Cl:1][C:2]([O:3][CH2:4][CH:5]([CH3:6])[CH3:7])=[O:8].[NH2:22][c:23]1[cH:24][c:25]2[c:26]([NH:35][c:36]3[cH:37][c:38]([Br:43])[c:39]([Br:42])[cH:40][cH:41]3)[c:27]([C:33]#[N:34])[cH:28][n:29][c:30]2[cH:31][cH:32]1.[O:44]1[CH2:45][CH2:46][CH2:47][CH2:48]1>>[C:16]([C:17]#[C:18][CH3:19])(=[O:21])[NH:22][c:23]1[cH:24][c:25]2[c:26]([NH:35][c:36]3[cH:37][c:38]([Br:43])[c:39]([Br:42])[cH:40][cH:41]3)[c:27]([C:33]#[N:34])[cH:28][n:29][c:30]2[cH:31][cH:32]1. Starting materials: [N-]=[N+]=[N-].[Na+] (sodium azide), ClCC1=CC=2C(C3=CC=CC=C3C(C2C=C1)=O)=O (2-chloromethylanthraquinone), O (water). Solvent: CN(C=O)C (N,N-dimethylformamide). Conditions: temperature 50 celsius, time 1 hour. Product: N(=[N+]=[N-])CC1=CC=2C(C3=CC=CC=C3C(C2C=C1)=O)=O (2-azidomethyl-anthraquinone). The yield is 92.5%. As a reaction SMILES: Cl[CH2:2][C:3]1[CH:16]=[CH:15][C:14]2[C:13](=[O:17])[C:12]3[C:7](=[CH:8][CH:9]=[CH:10][CH:11]=3)[C:6](=[O:18])[C:5]=2[CH:4]=1.[N-:19]=[N+:20]=[N-:21].[Na+].O>CN(C)C=O>[N:19]([CH2:2][C:3]1[CH:16]=[CH:15][C:14]2[C:13](=[O:17])[C:12]3[C:7](=[CH:8][CH:9]=[CH:10][CH:11]=3)[C:6](=[O:18])[C:5]=2[CH:4]=1)=[N+:20]=[N-:21] |f:1.2|. Procedure: 10 g (0.039 mole) of 2-chloromethylanthraquinone [prepared according to G. Izoret, Ann. Chim., 7, 180 (1962)] are dissolved in 50 ml of N,N-dimethylformamide (DMF), and 2.53 g (0.039 mole) of sodium azide are added, with stirring. After 1 hour, the temperature is increased to 50° C. and the mixture is stirred at this temperature for 10 hours. 250 ml of water are added and the precipitate is filtered off. 9.5 g (92.3% of theory) of 2-azidomethyl-anthraquinone are obtained; Starting materials: CCO, COc1ccccc1CC(=O)N1CC2CC(CN=[N+]=[N-])CC(O)(c3ccccc3OC)C2C1. The product is COc1ccccc1CC(=O)N1CC2CC(CN)CC(O)(c3ccccc3OC)C2C1. RXN SMILES: [CH3:34][CH2:35][OH:36].[N:1](=[N+:2]=[N-:3])[CH2:4][CH:5]1[CH2:6][C:7]([OH:25])([c:26]2[c:27]([O:32][CH3:33])[cH:28][cH:29][cH:30][cH:31]2)[CH:8]2[CH2:9][N:10]([C:14]([CH2:15][c:16]3[c:17]([O:22][CH3:23])[cH:18][cH:19][cH:20][cH:21]3)=[O:24])[CH2:11][CH:12]2[CH2:13]1>>[NH2:1][CH2:4][CH:5]1[CH2:6][C:7]([OH:25])([c:26]2[c:27]([O:32][CH3:33])[cH:28][cH:29][cH:30][cH:31]2)[CH:8]2[CH2:9][N:10]([C:14]([CH2:15][c:16]3[c:17]([O:22][CH3:23])[cH:18][cH:19][cH:20][cH:21]3)=[O:24])[CH2:11][CH:12]2[CH2:13]1. Yields the product [N+](=O)([O-])C1=CC=C(C=CC(=O)OC)C=C1 (methyl 4-nitrocinnamate). RXN SMILES: [N+:1]([C:4]1[CH:14]=[CH:13][C:7]([CH:8]=[CH:9][C:10]([OH:12])=[O:11])=[CH:6][CH:5]=1)([O-:3])=[O:2].CI.[C:17](=O)([O-])[O-].[K+].[K+]>CC(C)=O>[N+:1]([C:4]1[CH:5]=[CH:6][C:7]([CH:8]=[CH:9][C:10]([O:12][CH3:17])=[O:11])=[CH:13][CH:14]=1)([O-:3])=[O:2] |f:2.3.4|. Solvent: CC(=O)C (acetone). Conditions: time 2 day. Yield: 53.0%. The reactants are [N+](=O)([O-])C1=CC=C(C=CC(=O)O)C=C1 (p-nitrocinnamic acid), CI (methyl iodide), C([O-])([O-])=O.[K+].[K+] (potassium carbonate). Procedure details: A mixture of 5.80 g of p-nitrocinnamic acid, 10.4 g of methyl iodide, 10.4 g of anhydrous potassium carbonate and 200 ml of acetone was stirred at room temperature for 2 days. The resultant precipitate was filtered off, the filtrate was concentrated under reduced pressure and, after addition of water, the residue was extracted with ethyl acetate. The organic layer was washed with saturated solution of sodium hydrogen carbonate and saturated aqueous solution of sodium chloride, dried over anhydro... The reactants are S(=O)(=O)(O)O.C(C)N1C(=CC2=CC=CC=C12)CNC(=N)N.C(C)N1C(=CC2=CC=CC=C12)CNC(=N)N (1-ethyl-2-guanidinomethylindole hemisulphate). Reagents/catalysts: [Pd].S(=O)(=O)([O-])[O-].[Ba+2] (palladium barium sulphate). The solvent is C(C)(=O)O (acetic acid), S(O)(O)(=O)=O (sulphuric acid). The product is S(=O)(=O)(O)O.C(C)N1C(CC2=CC=CC=C12)CNC(=N)N.C(C)N1C(CC2=CC=CC=C12)CNC(=N)N (1-ethyl-2-guanidinomethylindoline hemisulphate). RXN SMILES: [S:1]([OH:5])([OH:4])(=[O:3])=[O:2].[CH2:6]([N:8]1[C:16]2[C:11](=[CH:12][CH:13]=[CH:14][CH:15]=2)[CH:10]=[C:9]1[CH2:17][NH:18][C:19]([NH2:21])=[NH:20])[CH3:7].[CH2:22]([N:24]1[C:32]2[C:27](=[CH:28][CH:29]=[CH:30][CH:31]=2)[CH:26]=[C:25]1[CH2:33][NH:34][C:35]([NH2:37])=[NH:36])[CH3:23]>C(O)(=O)C.S(=O)(=O)(O)O.[Pd].S([O-])([O-])(=O)=O.[Ba+2]>[S:1]([OH:5])([OH:4])(=[O:3])=[O:2].[CH2:6]([N:8]1[C:16]2[C:11](=[CH:12][CH:13]=[CH:14][CH:15]=2)[CH2:10][CH:9]1[CH2:17][NH:18][C:19]([NH2:21])=[NH:20])[CH3:7].[CH2:22]([N:24]1[C:32]2[C:27](=[CH:28][CH:29]=[CH:30][CH:31]=2)[CH2:26][CH:25]1[CH2:33][NH:34][C:35]([NH2:37])=[NH:36])[CH3:23] |f:0.1.2,5.6.7,8.9.10|. Procedure: A solution of 26.5 g of 1-ethyl-2-guanidinomethylindole hemisulphate (obtainable from ethyl indole-2-carboxylate via ethyl 1-ethyl-indole-2-carboxylate, 1-ethyl-2-hydroxymethyl-indole, 1-ethyl-2-chloromethyl-indole, 1-ethyl-2-phthalimidomethyl-indole and 1-ethyl-2-aminomethyl-indole) in a mixture of 300 ml of acetic acid and 70 ml of 2 N sulphuric acid is hydrogenated at 60° C. with 10 g of palladium/barium sulphate (5%) under normal pressure. After the absorption of hydrogen has ceased, the sol... Reactants: C[O-], Cc1ccccc1, CO, [Na+], CCN(CC)Cc1cc(C)cc(-n2nc3ccccc3n2)c1O, COc1ccc(C(=O)c2ccccc2)c(O)c1. Product: COc1ccc(C(=O)c2ccccc2)c(O)c1Cc1cc(C)cc(-n2nc3ccccc3n2)c1O. As a reaction SMILES: [CH3:41][O-:42].[CH3:44][c:45]1[cH:46][cH:47][cH:48][cH:49][cH:50]1.[CH3:51][OH:52].[Na+:43].[OH:1][c:2]1[c:3](-[n:15]2[n:16][c:17]3[c:18]([n:19]2)[cH:20][cH:21][cH:22][cH:23]3)[cH:4][c:5]([CH3:14])[cH:6][c:7]1[CH2:8][N:9]([CH2:10][CH3:11])[CH2:12][CH3:13].[OH:24][c:25]1[c:26]([C:27](=[O:28])[c:29]2[cH:30][cH:31][cH:32][cH:33][cH:34]2)[cH:35][cH:36][c:37]([O:39][CH3:40])[cH:38]1>>[OH:1][c:2]1[c:3](-[n:15]2[n:16][c:17]3[c:18]([n:19]2)[cH:20][cH:21][cH:22][cH:23]3)[cH:4][c:5]([CH3:14])[cH:6][c:7]1[CH2:8][c:38]1[c:25]([OH:24])[c:26]([C:27](=[O:28])[c:29]2[cH:30][cH:31][cH:32][cH:33][cH:34]2)[cH:35][cH:36][c:37]1[O:39][CH3:40]. Product: CNC(=O)c1cc(C(=O)Oc2c(F)c(F)c(F)c(F)c2F)c(Nc2ccc(I)cc2C)c(F)c1F. Reactants: CN(C)C=O, CCOC(C)=O, CNC(=O)c1cc(C(=O)O)c(Nc2ccc(I)cc2C)c(F)c1F, O=C(Oc1c(F)c(F)c(F)c(F)c1F)C(F)(F)F, c1ccncc1. Reaction SMILES: [CH3:49][N:50]([CH3:51])[CH:52]=[O:53].[CH3:54][CH2:55][O:56][C:57](=[O:58])[CH3:59].[F:1][c:2]1[c:3]([C:21](=[O:22])[NH:23][CH3:24])[cH:4][c:5]([C:6](=[O:7])[OH:8])[c:9]([NH:12][c:13]2[c:14]([CH3:20])[cH:15][c:16]([I:19])[cH:17][cH:18]2)[c:10]1[F:11].[F:25][c:26]1[c:27]([F:42])[c:28]([F:41])[c:29]([F:40])[c:30]([F:39])[c:31]1[O:32][C:33](=[O:34])[C:35]([F:36])([F:37])[F:38].[cH:43]1[cH:44][cH:45][n:46][cH:47][cH:48]1>>[F:1][c:2]1[c:3]([C:21](=[O:22])[NH:23][CH3:24])[cH:4][c:5]([C:6]([O:7][c:31]2[c:26]([F:25])[c:27]([F:42])[c:28]([F:41])[c:29]([F:40])[c:30]2[F:39])=[O:8])[c:9]([NH:12][c:13]2[c:14]([CH3:20])[cH:15][c:16]([I:19])[cH:17][cH:18]2)[c:10]1[F:11]. The product is COC(=O)c1cc(C#N)c(F)cc1OC. As a reaction SMILES: [CH3:1][O:2][C:3]([c:4]1[c:5]([O:12][CH3:13])[cH:6][c:7]([F:11])[c:8]([Br:10])[cH:9]1)=[O:14].[CH3:36][CH2:37][O:38][C:39](=[O:40])[CH3:41].[Cl-:18].[Cl-:32].[Cl-:34].[Cl-:35].[ClH:20].[Cu:15][C:16]#[N:17].[Fe+3:33].[Li+:19].[O:21]=[CH:22][N:23]([CH3:24])[CH3:25].[OH2:26].[OH2:27].[OH2:28].[OH2:29].[OH2:30].[OH2:31]>>[CH3:1][O:2][C:3]([c:4]1[c:5]([O:12][CH3:13])[cH:6][c:7]([F:11])[c:8]([C:16]#[N:17])[cH:9]1)=[O:14]. The reactants are COC(=O)c1cc(Br)c(F)cc1OC, CCOC(C)=O, [Cl-], [Cl-], [Cl-], [Cl-], Cl, N#C[Cu], [Fe+3], [Li+], CN(C)C=O, O, O, O, O, O, O.